Dataset: the Open Reaction Database (ORD), a public repository of structured organic reaction records. Task: describe an organic reaction: reactants, conditions, products, and yield Procedure: Using the general procedure above, 3-(3,5-dimethoxy-phenyl)-1-ethyl-7-methanesulfinyl-3,4-dihydro-pyrimido[4,5-d]pyrimidin-2(1H)-one and 0.1253 g (0.732 mmol) of 4-(4-methyl-piperazin-1-yl)-butylamine were reacted. The residue was chromatographed over silica gel, eluting with ethyl acetate/ethanol/triethylamine (9:2:1 v/v/v), to give 0.0527 g (41%) of the title compound: HPLC=94% pure. Product: COC=1C=C(C=C(C1)OC)N1C(N(C2=NC(=NC=C2C1)NCCCCN1CCN(CC1)C)CC)=O (3-(3,5-Dimethoxy-phenyl)-1-ethyl-7-[4-(4-methyl-piperazin-1-yl)-butylamino]-3,4-dihydro-pyrimido[4,5-d]pyrimidin-2(1H)-one). Starting materials: COC=1C=C(C=C(C1)OC)N1C(N(C2=NC(=NC=C2C1)S(=O)C)CC)=O (3-(3,5-dimethoxy-phenyl)-1-ethyl-7-methanesulfinyl-3,4-dihydro-pyrimido[4,5-d]pyrimidin-2(1H)-one), CN1CCN(CC1)CCCCN (4-(4-methyl-piperazin-1-yl)-butylamine). Isolated yield 41.0%. Reaction SMILES: [CH3:1][O:2][C:3]1[CH:4]=[C:5]([N:11]2[CH2:20][C:19]3[C:14](=[N:15][C:16](S(C)=O)=[N:17][CH:18]=3)[N:13]([CH2:24][CH3:25])[C:12]2=[O:26])[CH:6]=[C:7]([O:9][CH3:10])[CH:8]=1.[CH3:27][N:28]1[CH2:33][CH2:32][N:31]([CH2:34][CH2:35][CH2:36][CH2:37][NH2:38])[CH2:30][CH2:29]1>>[CH3:1][O:2][C:3]1[CH:4]=[C:5]([N:11]2[CH2:20][C:19]3[C:14](=[N:15][C:16]([NH:38][CH2:37][CH2:36][CH2:35][CH2:34][N:31]4[CH2:30][CH2:29][N:28]([CH3:27])[CH2:33][CH2:32]4)=[N:17][CH:18]=3)[N:13]([CH2:24][CH3:25])[C:12]2=[O:26])[CH:6]=[C:7]([O:9][CH3:10])[CH:8]=1. As a reaction SMILES: [Br-:1].[CH2:33]1[O:34][CH2:35][CH2:36][CH2:37]1.[CH2:9]([CH3:10])[O:11][C:12](=[O:13])[c:14]1[n:15]([CH3:31])[c:16]([CH2:29][CH3:30])[c:17]([C:27]#[N:28])[c:18]1-[c:19]1[cH:20][cH:21][c:22]([CH:25]=[O:26])[cH:23][cH:24]1.[OH2:32].[c:2]1([Mg+:8])[cH:3][cH:4][cH:5][cH:6][cH:7]1>>[c:2]1([CH:25]([c:22]2[cH:21][cH:20][c:19](-[c:18]3[c:14]([C:12]([O:11][CH2:9][CH3:10])=[O:13])[n:15]([CH3:31])[c:16]([CH2:29][CH3:30])[c:17]3[C:27]#[N:28])[cH:24][cH:23]2)[OH:26])[cH:3][cH:4][cH:5][cH:6][cH:7]1. Starting materials: [Br-], C1CCOC1, CCOC(=O)c1c(-c2ccc(C=O)cc2)c(C#N)c(CC)n1C, O, [Mg+]c1ccccc1. Product: CCOC(=O)c1c(-c2ccc(C(O)c3ccccc3)cc2)c(C#N)c(CC)n1C. Starting materials: OC1=CC(OC2=CC=CC=C12)=O (4-hydroxycoumarin), C([O-])([O-])=O.[K+].[K+] (potassium carbonate), ClCC(C)=O (chloroacetone), ice water. Solvent: CC(=O)C (acetone). Yields the product O=C(COC1=CC(OC2=C1C=CC=C2)=O)C (4-(2-Oxopropoxy)-2H-1-benzopyran-2-one). Isolated yield 58.7%. Reaction SMILES: [OH:1][C:2]1[C:11]2[C:6](=[CH:7][CH:8]=[CH:9][CH:10]=2)[O:5][C:4](=[O:12])[CH:3]=1.C(=O)([O-])[O-].[K+].[K+].Cl[CH2:20][C:21](=[O:23])[CH3:22]>CC(C)=O>[O:23]=[C:21]([CH3:22])[CH2:20][O:1][C:2]1[C:11]2[CH:10]=[CH:9][CH:8]=[CH:7][C:6]=2[O:5][C:4](=[O:12])[CH:3]=1 |f:1.2.3|. Reported procedure: To a solution of 4-hydroxycoumarin (1.62 g, 10 mmol) in acetone (20 ml) were added potassium carbonate (5.53 g, 40 mmol) and chloroacetone (1.38 g, 15 mmol). The resulting mixture was refluxed for 4 h. (monitored by TLC). Evaporation of the solvent gave a residue which was poured into ice water (50 ml). The resulting solid was collected and crystallized from ethyl acetate to afford 4-(2-Oxopropoxy)-2H-1-benzopyran-2-one (1a) (1.28 g, 55.1%) as a white needle crystal. mp: 163°-165° C.; IR(KBr) νm... Starting materials: C(C)(=O)OCC1=NN=NN1C1=CC(=CC(=C1)C(F)(F)F)C#N ({1-[3-cyano-5-(trifluoromethyl)phenyl]-1H-tetrazol-5-yl}methyl acetate), C(C)(=O)OCC1=NN=NN1C1=CC(=CC(=C1)C(F)(F)F)C#N ({1-[3-cyano-5-(trifluoromethyl)phenyl]-1H-tetrazol-5-yl}methyl acetate), O.[OH-].[Li+] (lithium hydroxide monohydrate). Run in CO (methanol), O1CCCC1 (tetrahydrofuran), O (water), O (water). Run at temperature 2.5 celsius, time 2 hour. Yields the product OCC1=NN=NN1C=1C=C(C(=O)N)C=C(C1)C(F)(F)F (3-[5-(hydroxymethyl)-1H-tetrazol-1-yl]-5-(trifluoromethyl)benzamide). Isolated yield 44.6%. RXN SMILES: C([O:4][CH2:5][C:6]1[N:10]([C:11]2[CH:16]=[C:15]([C:17]([F:20])([F:19])[F:18])[CH:14]=[C:13]([C:21]#[N:22])[CH:12]=2)[N:9]=[N:8][N:7]=1)(=O)C.[OH2:23].[OH-].[Li+]>CO.O1CCCC1.O>[OH:4][CH2:5][C:6]1[N:10]([C:11]2[CH:12]=[C:13]([CH:14]=[C:15]([C:17]([F:20])([F:19])[F:18])[CH:16]=2)[C:21]([NH2:22])=[O:23])[N:9]=[N:8][N:7]=1 |f:1.2.3|. Procedure: A solution of {1-[3-cyano-5-(trifluoromethyl)phenyl]-1H-tetrazol-5-yl}methyl acetate (Intermediate 30, 3.33 g) in methanol (10.0 mL), tetrahydrofuran (20 mL) and water (10.0 mL) was cooled in an ice-water bath before the addition of lithium hydroxide monohydrate (0.449 g, 10.7 mmol). The reaction was stirred at 0-5° C. for 2 hours. The reaction was diluted with water (30 mL) and the organic solvent removed under vacuum. The suspension was extracted with ethyl acetate (3×50 mL). The organic layer... Starting materials: CCO, O=C(OO)c1cccc(Cl)c1, NSc1nc(N)nc2nc[nH]c12. Yields the product Nc1nc(S(N)=O)c2[nH]cnc2n1. RXN SMILES: [CH3:24][CH2:25][OH:26].[Cl:13][c:14]1[cH:15][c:16]([C:21](=[O:18])[O:22][OH:23])[cH:17][cH:19][cH:20]1.[NH2:1][c:2]1[n:3][c:4]([S:11][NH2:12])[c:5]2[nH:6][cH:7][n:8][c:9]2[n:10]1>>[NH2:1][c:2]1[n:3][c:4]([S:11]([NH2:12])=[O:18])[c:5]2[nH:6][cH:7][n:8][c:9]2[n:10]1. The reactants are C=CC(=O)OCC, CCO, CCOC(=O)C(C)(C)C(C)N. Yields the product CCOC(=O)CCNC(C)C(C)(C)C(=O)OCC. RXN SMILES: [C:12]([CH:13]=[CH2:14])(=[O:15])[O:16][CH2:17][CH3:18].[CH3:19][CH2:20][OH:21].[NH2:1][CH:2]([C:3]([C:4](=[O:5])[O:6][CH2:7][CH3:8])([CH3:9])[CH3:10])[CH3:11]>>[NH:1]([CH:2]([C:3]([C:4](=[O:5])[O:6][CH2:7][CH3:8])([CH3:9])[CH3:10])[CH3:11])[CH2:14][CH2:13][C:12](=[O:15])[O:16][CH2:17][CH3:18].